This data is from the Open Reaction Database (ORD), a public repository of structured organic reaction records. The task is: describe an organic reaction: reactants, conditions, products, and yield The reactants are N[C@@]1([C@@H](C[C@@H](OC1)[C@H]1OCCC1)CO)C1=C(C=C(C=C1)F)F ({(2R,4R,5S)-5-Amino-5-(2,4-difluorophenyl)-2-[(2S)-tetrahydrofuran-2-yl]tetrahydro-2H-pyran-4-yl}methanol), FC1=C(C=CC(=C1)F)[C@@]1(CO[C@H](C[C@H]1CO)[C@H]1[C@@H](C1)C)NC(=S)NC(C1=CC=CC=C1)=O (N-({(3S,4R,6R)-3-(2,4-difluorophenyl)-4-(hydroxymethyl)-6-[(1R,2R)-2-methylcyclopropyl]tetrahydro-2H-pyran-3-yl}carbamothioyl)benzamide). The product is FC1=C(C=CC(=C1)F)[C@@]1(CO[C@H](C[C@H]1CO)[C@H]1OCCC1)NC(=S)NC(C1=CC=CC=C1)=O (N-({(3S,4R,6R)-3-(2,4-difluorophenyl)-4-(hydroxymethyl)-6-[(2S)-tetrahydrofuran-2-yl]tetrahydro-2H-pyran-3-yl}carbamothioyl)benzamide). Reaction SMILES: [NH2:1][C@@:2]1([C:15]2[CH:20]=[CH:19][C:18]([F:21])=[CH:17][C:16]=2[F:22])[CH2:7][O:6][C@@H:5]([C@@H:8]2[CH2:12][CH2:11][CH2:10][O:9]2)[CH2:4][C@H:3]1[CH2:13][OH:14].FC1C=C(F)C=CC=1[C@@]1(N[C:44]([NH:46][C:47](=[O:54])[C:48]2[CH:53]=[CH:52][CH:51]=[CH:50][CH:49]=2)=[S:45])[C@H](CO)C[C@H]([C@@H]2C[C@H]2C)OC1>>[F:22][C:16]1[CH:17]=[C:18]([F:21])[CH:19]=[CH:20][C:15]=1[C@@:2]1([NH:1][C:44]([NH:46][C:47](=[O:54])[C:48]2[CH:49]=[CH:50][CH:51]=[CH:52][CH:53]=2)=[S:45])[C@H:3]([CH2:13][OH:14])[CH2:4][C@H:5]([C@@H:8]2[CH2:12][CH2:11][CH2:10][O:9]2)[O:6][CH2:7]1. Reported procedure: {(2R,4R,5S)-5-Amino-5-(2,4-difluorophenyl)-2-[(2S)-tetrahydrofuran-2-yl]tetrahydro-2H-pyran-4-yl}methanol (C101) was converted to the product using the method described for the synthesis of N-({(3S,4R,6R)-3-(2,4-difluorophenyl)-4-(hydroxymethyl)-6-[(1R,2R)-2-methylcyclopropyl]tetrahydro-2H-pyran-3-yl}carbamothioyl)benzamide (C90) in Example 20. Yield: 1.3 g, 2.7 mmol, 70% over 2 steps from (C100). LCMS m/z 477.2 [M+H+]. Isolated yield 3.8%. Procedure details: To a solution of 1.15 g of 3-(4-tert-butylphenyl)-1-[(2-chloropyridin-4-yl)methyl]-5,5-dimethylimidazolidine-2,4-dione obtained in stage a) of Example 7 in 50 mL of dioxane are successively added, under argon, 520 mg of 3-(pyrrolidin-1-ylmethyl)aniline obtained in stage c) below, 3.4 g of caesium carbonate, 207 mg of (9,9-dimethyl-9H-xanthene-3,6-diyl)bis(diphenylphosphine) [xantphos] and 67 mg of palladium diacetate. The reaction mixture is heated at 90° C. for 6 hours, filtered and concentrate... Starting materials: N1(CCCC1)CC=1C=C(N)C=CC1 (3-(pyrrolidin-1-ylmethyl)aniline), CC1(C2=CC=C(C=C2OC=2C=C(C=CC12)P(C1=CC=CC=C1)C1=CC=CC=C1)P(C1=CC=CC=C1)C1=CC=CC=C1)C ((9,9-dimethyl-9H-xanthene-3,6-diyl)bis(diphenylphosphine)), C(C)(C)(C)C1=CC=C(C=C1)N1C(N(C(C1=O)(C)C)CC1=CC(=NC=C1)Cl)=O (3-(4-tert-butylphenyl)-1-[(2-chloropyridin-4-yl)methyl]-5,5-dimethylimidazolidine-2,4-dione), C([O-])([O-])=O.[Cs+].[Cs+] (caesium carbonate). The reagents and catalysts are C(C)(=O)[O-].C(C)(=O)[O-].[Pd+2] (palladium diacetate). Conditions: temperature 90 celsius. As a reaction SMILES: [C:1]([C:5]1[CH:10]=[CH:9][C:8]([N:11]2[C:15](=[O:16])[C:14]([CH3:18])([CH3:17])[N:13]([CH2:19][C:20]3[CH:25]=[CH:24][N:23]=[C:22](Cl)[CH:21]=3)[C:12]2=[O:27])=[CH:7][CH:6]=1)([CH3:4])([CH3:3])[CH3:2].[N:28]1([CH2:33][C:34]2[CH:35]=[C:36]([CH:38]=[CH:39][CH:40]=2)[NH2:37])[CH2:32][CH2:31][CH2:30][CH2:29]1.C(=O)([O-])[O-].[Cs+].[Cs+].CC1(C)C2C=CC(P(C3C=CC=CC=3)C3C=CC=CC=3)=CC=2OC2C1=CC=C(P(C1C=CC=CC=1)C1C=CC=CC=1)C=2>O1CCOCC1.C([O-])(=O)C.C([O-])(=O)C.[Pd+2]>[C:1]([C:5]1[CH:10]=[CH:9][C:8]([N:11]2[C:15](=[O:16])[C:14]([CH3:18])([CH3:17])[N:13]([CH2:19][C:20]3[CH:25]=[CH:24][N:23]=[C:22]([NH:37][C:36]4[CH:38]=[CH:39][CH:40]=[C:34]([CH2:33][N:28]5[CH2:29][CH2:30][CH2:31][CH2:32]5)[CH:35]=4)[CH:21]=3)[C:12]2=[O:27])=[CH:7][CH:6]=1)([CH3:4])([CH3:3])[CH3:2] |f:2.3.4,7.8.9|. Yields the product C(C)(C)(C)C1=CC=C(C=C1)N1C(N(C(C1=O)(C)C)CC1=CC(=NC=C1)NC1=CC(=CC=C1)CN1CCCC1)=O (3-(4-tert-butylphenyl)-5,5-dimethyl-1-[(2-{[3-(pyrrolidin-1-ylmethyl)phenyl]amino}pyridin-4-yl)methyl]imidazolidine-2,4-dione). Solvent: O1CCOCC1 (dioxane).